Dataset: the Open Reaction Database (ORD), a public repository of structured organic reaction records. Task: describe an organic reaction: reactants, conditions, products, and yield The reactants are O.O.O.O.O.O.O.O.O.O.S(=O)(=O)([O-])[O-].[Na+].[Na+] (sodium sulfate decahydrate), C(C)OC(=O)C1=CC(=CC(=C1)CCCN(C)C(=O)OC(C)(C)C)C(=O)OCC (5-(N-methyl-3-tert-butoxycarbonylaminopropyl)-benzene-1,3-dicarboxylic acid diethyl ester), solution, [H-].[Al+3].[Li+].[H-].[H-].[H-] (lithium aluminium hydride). Yield: 85.0%. Product: CN(CCCC=1C=C(C=C(C1)CO)CO)C(=O)OC(C)(C)C (5-(N-methyl-3-tert-butoxycarbonylaminopropyl)-1,3-bis-(hydroxymethyl)-benzene). Procedure: To a cooled solution (−5° C.) of 5-(N-methyl-3-tert-butoxycarbonylaminopropyl)-benzene-1,3-dicarboxylic acid diethyl ester (100 mg) in tetrahydrofuran (2 mL) was slowly added a 1M solution of lithium aluminium hydride in diethyl ether (0.55 mL). 10 minutes after the end of the addition, sodium sulfate decahydrate was added until gas evolution ceased. The solid was filtered off, washed twice with ethyl acetate and the combined organic solutions were concentrated in vacuo to give 5-(N-methyl-3-ter... Solvent: O1CCCC1 (tetrahydrofuran), C(C)OCC (diethyl ether). RXN SMILES: C([O:3][C:4]([C:6]1[CH:11]=[C:10]([CH2:12][CH2:13][CH2:14][N:15]([C:17]([O:19][C:20]([CH3:23])([CH3:22])[CH3:21])=[O:18])[CH3:16])[CH:9]=[C:8]([C:24](OCC)=[O:25])[CH:7]=1)=O)C.[H-].[Al+3].[Li+].[H-].[H-].[H-].O.O.O.O.O.O.O.O.O.O.S([O-])([O-])(=O)=O.[Na+].[Na+]>O1CCCC1.C(OCC)C>[CH3:16][N:15]([C:17]([O:19][C:20]([CH3:23])([CH3:22])[CH3:21])=[O:18])[CH2:14][CH2:13][CH2:12][C:10]1[CH:9]=[C:8]([CH2:24][OH:25])[CH:7]=[C:6]([CH2:4][OH:3])[CH:11]=1 |f:1.2.3.4.5.6,7.8.9.10.11.12.13.14.15.16.17.18.19|.